describe an organic reaction: reactants, conditions, products, and yield From a dataset of the Open Reaction Database (ORD), a public repository of structured organic reaction records. Starting materials: FeCl3, CO (MeOH), CC[C@H]1[C@H]([C@@H](C/C(=C/C=C/[C@@H]([C@H](OC(=O)/C(=C/C(=C/[C@H]([C@H]1O)C)/C)/OC)[C@@H](C)[C@H]([C@H](C)[C@]2(C[C@H]([C@@H]([C@H](O2)/C=C/C)C)O[C@H]3C[C@H]([C@@H]([C@H](O3)C)OC(=O)N)O)O)O)OC)/C)C)O (concanamycin A), CO (MeOH), P(=O)([O-])([O-])[O-] (phosphate). Conditions: time 15 minute. Yields the product CC[C@H]1[C@H]([C@@H](C/C(=C/C=C/[C@@H]([C@H](OC(=O)/C(=C/C(=C/[C@H]([C@H]1O)C)/C)/OC)[C@@H](C)[C@H]([C@H](C)[C@]2(C[C@H]([C@@H]([C@H](O2)/C=C/C)C)O[C@H]3C[C@H]([C@@H]([C@H](O3)C)OC(=O)N)O)OC)O)OC)/C)C)O (21-O-Methyl-concanamycin A). Reaction SMILES: [CH3:1][CH2:2][C@@H:3]1[C@H:21]([OH:22])[C@H:20]([CH3:23])[CH:19]=[C:18]([CH3:24])[CH:17]=[C:16]([O:25][CH3:26])[C:14](=[O:15])[O:13][C@H:12]([C@H:27]([C@@H:29]([OH:56])[C@@H:30]([C@:32]2([OH:55])[O:37][C@H:36](/[CH:38]=[CH:39]/[CH3:40])[C@@H:35]([CH3:41])[C@H:34]([O:42][C@@H:43]3[O:48][C@H:47]([CH3:49])[C@@H:46]([O:50][C:51]([NH2:53])=[O:52])[C@H:45]([OH:54])[CH2:44]3)[CH2:33]2)[CH3:31])[CH3:28])[C@@H:11]([O:57][CH3:58])[CH:10]=[CH:9][CH:8]=[C:7]([CH3:59])[CH2:6][C@@H:5]([CH3:60])[C@@H:4]1[OH:61].P([O-])([O-])([O-])=O.[CH3:67]O>>[CH3:1][CH2:2][C@@H:3]1[C@H:21]([OH:22])[C@H:20]([CH3:23])[CH:19]=[C:18]([CH3:24])[CH:17]=[C:16]([O:25][CH3:26])[C:14](=[O:15])[O:13][C@H:12]([C@H:27]([C@@H:29]([OH:56])[C@@H:30]([C@:32]2([O:55][CH3:67])[O:37][C@H:36](/[CH:38]=[CH:39]/[CH3:40])[C@@H:35]([CH3:41])[C@H:34]([O:42][C@@H:43]3[O:48][C@H:47]([CH3:49])[C@@H:46]([O:50][C:51]([NH2:53])=[O:52])[C@H:45]([OH:54])[CH2:44]3)[CH2:33]2)[CH3:31])[CH3:28])[C@@H:11]([O:57][CH3:58])[CH:10]=[CH:9][CH:8]=[C:7]([CH3:59])[CH2:6][C@@H:5]([CH3:60])[C@@H:4]1[OH:61]. Procedure: In a thoroughly heated 50 ml flask, 800 mg (0.92 mmol) of concanamycin A are dissolved in 19 ml of dry MeOH. 15 mg of FeCl3 (0.09 mmol, 0.1 equiv.) in 1 ml of MeOH are then added and the mixture is stirred for 15 min at room temperature. After the addition of 20 ml of phosphate buffer (pH=7, Merck), the solution is transferred to a 250 ml flask and the organic solvent is carefully removed in vacuo. The remaining aqueous residue is extracted with CHCl3 and, after customary working-up, is filtered... The reactants are Cl.C1(=CC(=CC=C1)NN)C (m-tolylhydrazine hydrochloride), CCN=C=NCCCN(C)C (EDCI), C(C)OC(CCCNC)OCC (4,4-diethoxy-N-methylbutan-1-amine), CC1=C2C(=CN(C2=CC=C1)CC(=O)OCC)CCNC (ethyl 2-(4-methyl-3-(2-(methylamino)ethyl)-1H-indol-1-yl)acetate), CN1CC=2N(C3=CC=CC(=C3C2CC1)C)CC(=O)O (2-(1,2,3,4-tetrahydro-2,5-dimethylpyrido[3,4-b]indol-9-yl)acetic acid), N1CCCCC1 (piperidine), C(=O)(C(F)(F)F)O (TFA), BrCC(=O)OCC (ethyl bromoacetate), C1(=CC(=CC=C1)N(N)CC(=O)OCC)C (ethyl 2-(1-m-tolylhydrazinyl)acetate), C=O (formaldehyde). Run in C(C)N(CC)CC (triethylamine), CN1CC=2N(C3=CC=CC(=C3C2CC1)C)CC(=O)OCC (ethyl 2-(1,2,3,4-tetrahydro-2,5-dimethylpyrido[3,4-b]indol-9-yl)acetate), [OH-].[Na+] (NaOH), C(C)#N (acetonitrile). Product: CN1CC=2N(C3=CC=CC(=C3C2CC1)C)CC(=O)N1CCCCC1 (2-(1,2,3,4-tetrahydro-2,5-dimethylpyrido[3,4-b]indol-9-yl)-1-(piperidin-1-yl)ethanone). As a reaction SMILES: Cl.[C:2]1([CH3:10])[CH:7]=[CH:6][CH:5]=[C:4]([NH:8]N)[CH:3]=1.BrCC([O:15][CH2:16][CH3:17])=O.[C:18]1(C)[CH:23]=[CH:22][CH:21]=[C:20]([N:24]([CH2:26]C(OCC)=O)N)C=1.C(O[CH:36](OCC)[CH2:37][CH2:38][CH2:39][NH:40][CH3:41])C.CC1C=CC=C2C=1C(CCNC)=CN2CC(OCC)=O.C=O.C(O)(C(F)(F)F)=O.CN1CCC2C3C(=CC=CC=3C)N(CC(O)=O)C=2C1.N1CCCCC1.CCN=C=NCCCN(C)C>C(#N)C.CN1CCC2C3C(=CC=CC=3C)N(CC(OCC)=O)C=2C1.[OH-].[Na+].C(N(CC)CC)C>[CH3:26][N:24]1[CH2:20][CH2:21][C:22]2[C:3]3[C:4](=[CH:5][CH:6]=[CH:7][C:2]=3[CH3:10])[N:8]([CH2:17][C:16]([N:40]3[CH2:41][CH2:36][CH2:37][CH2:38][CH2:39]3)=[O:15])[C:23]=2[CH2:18]1 |f:0.1,13.14|. Reported procedure: The title compound is prepared by following General Methods 1, 3, 4, 5 and 7 by using m-tolylhydrazine hydrochloride, ethyl bromoacetate, and triethylamine (General Method 1), ethyl 2-(1-m-tolylhydrazinyl)acetate and 4,4-diethoxy-N-methylbutan-1-amine (General Method 3), ethyl 2-(4-methyl-3-(2-(methylamino)ethyl)-1H-indol-1-yl)acetate, formaldehyde and TFA in acetonitrile (General Method 4), ethyl 2-(1,2,3,4-tetrahydro-2,5-dimethylpyrido[3,4-b]indol-9-yl)acetate and NaOH (General Method 5), and ... Starting materials: CN(CCC1=CN(C2=CC=C(C=C12)C[C@@H]1NC(OC1)=O)C1=CC=C(C=C1)OC1=CC=CC=C1)C ((S)-4-{[3-(2-(Dimethylamino)ethyl)-1-(4-phenoxyphenyl)-1H-indol-5-yl]methyl}oxazolidin-2-one), [OH-].[Na+] (NaOH). The solvent is C(C)O (ethanol). Reaction conditions: temperature 80 celsius, time 2 hour. Product: N[C@H](CO)CC=1C=C2C(=CN(C2=CC1)C1=CC=C(C=C1)OC1=CC=CC=C1)CCN(C)C ((S)-2-Amino-3-[3-(2-(dimethylamino)ethyl)-1-(4-phenoxyphenyl)-1H-indol-5-yl]propan-1-ol). RXN SMILES: [CH3:1][N:2]([CH3:34])[CH2:3][CH2:4][C:5]1[C:13]2[C:8](=[CH:9][CH:10]=[C:11]([CH2:14][C@H:15]3[CH2:19][O:18]C(=O)[NH:16]3)[CH:12]=2)[N:7]([C:21]2[CH:26]=[CH:25][C:24]([O:27][C:28]3[CH:33]=[CH:32][CH:31]=[CH:30][CH:29]=3)=[CH:23][CH:22]=2)[CH:6]=1.[OH-].[Na+]>C(O)C>[NH2:16][C@@H:15]([CH2:14][C:11]1[CH:12]=[C:13]2[C:8](=[CH:9][CH:10]=1)[N:7]([C:21]1[CH:26]=[CH:25][C:24]([O:27][C:28]3[CH:29]=[CH:30][CH:31]=[CH:32][CH:33]=3)=[CH:23][CH:22]=1)[CH:6]=[C:5]2[CH2:4][CH2:3][N:2]([CH3:34])[CH3:1])[CH2:19][OH:18] |f:1.2|. Reported procedure: (S)-2-Amino-3-[3-(2-(dimethylamino)ethyl)-1-(4-phenoxyphenyl)-1H-indol-5-yl]propan-1-ol (48) was prepared as follows: A mixture of compound 45 prepared in Example 11 (0.2 g, 0.4 mmol), 4 mL NaOH (2N aqueous) and 4 mL of ethanol was shaken at 80° C. for 2 hours. After cooling to room temperature, the reaction mixture was extracted with CHCl3, concentrated and purified by column (silica gel, EtOAc/MeOH/NH4OH 80/20/2) to give compound 48 as a sticky oil, which was dissolved in 10 mL of HCl (0.2N aq... Reactants: CCO, Cl, [H][H], CN1CC=C(c2c[nH]c3ccc([N+](=O)[O-])cc23)CC1. The product is O=[N+]([O-])c1ccc2[nH]ccc2c1. As a reaction SMILES: [CH3:22][CH2:23][OH:24].[ClH:25].[H:20][H:21].[N+:1](=[O:2])([O-:3])[c:4]1[cH:5][c:6]2[c:7]([C:13]3=[CH:19][CH2:18][N:16]([CH3:17])[CH2:15][CH2:14]3)[cH:8][nH:9][c:10]2[cH:11][cH:12]1>>[N+:1](=[O:2])([O-:3])[c:4]1[cH:5][c:6]2[cH:7][cH:8][nH:9][c:10]2[cH:11][cH:12]1. Reactants: OCc1nc(-c2ccc(Cl)cc2OCc2ccccc2)ns1, Cc1ccccc1, O, BrP(Br)Br. Reaction SMILES: [CH2:1]([c:2]1[cH:3][cH:4][cH:5][cH:6][cH:7]1)[O:8][c:9]1[c:10](-[c:16]2[n:17][s:18][c:19]([CH2:21][OH:22])[n:20]2)[cH:11][cH:12][c:13]([Cl:15])[cH:14]1.[CH3:28][c:29]1[cH:30][cH:31][cH:32][cH:33][cH:34]1.[OH2:27].[P:23]([Br:24])([Br:25])[Br:26]>>[CH2:1]([c:2]1[cH:3][cH:4][cH:5][cH:6][cH:7]1)[O:8][c:9]1[c:10](-[c:16]2[n:17][s:18][c:19]([CH2:21][Br:24])[n:20]2)[cH:11][cH:12][c:13]([Cl:15])[cH:14]1. Product: Clc1ccc(-c2nsc(CBr)n2)c(OCc2ccccc2)c1. Starting materials: methyl 4,6-dihydro-4-oxo-3-phenyl-4H-pyrido[2,1-a]isoindole-1-carboxylate, FC=1C=CC=C2CN3C(C12)=C(C=C(C3=O)C3=CC=CC=C3)C(=O)OC (methyl 10-fluoro-4,6-dihydro-4-oxo-3-phenylpyrido[2,1-a]isoindole-1-carboxylate), ClC=1C=CC=C2CN3C(C12)=C(C=C(C3=O)C3=CC=CC=C3)C(=O)OC (methyl 10-chloro-4, 6-dihydro-4-oxo-3-phenylpyrido[2,1-a]isoindole-1-carboxylate), O=C1C(=CC(=C2N1CC1=CC=CC=C21)C(=O)OCC(N(C)C)=O)C2=CC=CC=C2 ((dimethylcarbamoyl)methyl 4,6-dihydro-4-oxo-3-phenylpyrido-[2,1-a]isoindole-1-carboxylate), CN(CCOC(=O)C=1C=C(C(N2C1C1=CC=CC=C1C2)=O)C2=CC=CC=C2)C (2-(dimethylamino)ethyl-4,6-dihydro-4-oxo-3-phenylpyrido[2,1-a]isoindole-1-carboxylate). Product: ClC=1C=CC=C2CN3C(C12)=C(C=C(C3=O)C3=CC=CC=C3)C(=O)N3CC(C3)OC (1-[(10-chloro-4,6-dihydro-4-oxo-3-phenylpyrido[2,1-a]isoindol-1-yl) carbonyl]-3-methoxyazetidine). As a reaction SMILES: O=C1N2CC3C(C2=C([C:15]([O:17][CH2:18][C:19](=O)[N:20]([CH3:22])C)=O)C=C1C1C=CC=CC=1)=CC=CC=3.CN(C)CCOC(C1C=C(C2C=CC=CC=2)C(=O)N2CC3C(=CC=CC=3)C=12)=O.FC1C=CC=C2C=1C1=C(C(OC)=O)C=C(C3C=CC=CC=3)C(=O)N1C2.[Cl:83][C:84]1[CH:85]=[CH:86][CH:87]=[C:88]2[C:92]=1[C:91]1=[C:93]([C:104](OC)=[O:105])[CH:94]=[C:95]([C:98]3[CH:103]=[CH:102][CH:101]=[CH:100][CH:99]=3)[C:96](=[O:97])[N:90]1[CH2:89]2>>[Cl:83][C:84]1[CH:85]=[CH:86][CH:87]=[C:88]2[C:92]=1[C:91]1=[C:93]([C:104]([N:20]3[CH2:19][CH:18]([O:17][CH3:15])[CH2:22]3)=[O:105])[CH:94]=[C:95]([C:98]3[CH:99]=[CH:100][CH:101]=[CH:102][CH:103]=3)[C:96](=[O:97])[N:90]1[CH2:89]2. Procedure details: A method according to claim 14 wherein the compound is selected from methyl 4,6-dihydro-4-oxo-3-phenyl-4H-pyrido[2,1-a]isoindole-1-carboxylate; (dimethylcarbamoyl)methyl 4,6-dihydro-4-oxo-3-phenylpyrido-[2,1-a]isoindole-1-carboxylate; 2-(dimethylamino)ethyl-4,6-dihydro-4-oxo-3-phenylpyrido[2,1-a]isoindole-1-carboxylate; and methyl 10-fluoro-4,6-dihydro-4-oxo-3-phenylpyrido[2,1-a]isoindole-1-carboxylate; and methyl 10-chloro-4, 6-dihydro-4-oxo-3-phenylpyrido[2,1-a]isoindole-1-carboxylate.